From a dataset of the Open Reaction Database (ORD), a public repository of structured organic reaction records. describe an organic reaction: reactants, conditions, products, and yield The reactants are [OH-].[Na+] (sodium hydroxide), N1(CCCCC1)CCCOC1=CC=C(C=O)C=C1 (4-(3-Piperidin-1-yl-propoxy)-benzaldehyde), Cl.CNC (dimethylamine hydrochloride), C(C)(=O)O[BH-](OC(C)=O)OC(C)=O.[Na+] (sodium triacetoxyborohydride), ClCCCl (DCE). Run in C(C)(=O)O (acetic acid). Conditions: time 16 hour. Yields the product N.C(Cl)Cl (ammonia DCM), CN(CC1=CC=C(C=C1)OCCCN1CCCCC1)C (Dimethyl-[4-(3-piperidin-1-yl-propoxy)-benzyl]-amine). The yield is 3.0%. Reaction SMILES: [N:1]1([CH2:7][CH2:8][CH2:9][O:10][C:11]2[CH:18]=[CH:17][C:14]([CH:15]=O)=[CH:13][CH:12]=2)[CH2:6][CH2:5][CH2:4][CH2:3][CH2:2]1.[ClH:19].[CH3:20][NH:21][CH3:22].C(O[BH-](OC(=O)C)OC(=O)C)(=O)C.[Na+].[OH-].[Na+].ClC[CH2:41][Cl:42]>C(O)(=O)C>[NH3:1].[CH2:41]([Cl:42])[Cl:19].[CH3:20][N:21]([CH3:22])[CH2:15][C:14]1[CH:17]=[CH:18][C:11]([O:10][CH2:9][CH2:8][CH2:7][N:1]2[CH2:6][CH2:5][CH2:4][CH2:3][CH2:2]2)=[CH:12][CH:13]=1 |f:1.2,3.4,5.6,9.10|. Procedure: A solution of the product of Example 9 (175 mg), dimethylamine hydrochloride (64 mg), and acetic acid (0.05 mL) in DCE (3 mL) was treated with sodium triacetoxyborohydride (210 mg). After 16 h, the resulting mixture was treated with 10% sodium hydroxide (1 mL) and extracted with DCM (3×3 mL). The combined organic phases were dried (magnesium sulfate) and evaporated. Chromatography of the residue (3% 2 M methanolic ammonia/DCM) gave the title compound as a colorless oil (70 mg). 1H NMR (400 MHz, ... The reactants are C1OC=2C=C(C=CC2O1)N1C(NC=2C1=NC=CC2)=O (1,3-dihydro-3-(3,4-methylenedioxyphenyl)imidazo[4,5-b]-pyridin-2-one), [OH-].[K+] (potassium hydroxide), BrCCCC (1-bromobutane). The solvent is CC(=O)C (acetone). Run at time 20 minute. Product: C(CCC)N1C(N(C2=NC=CC=C21)C2=CC1=C(C=C2)OCO1)=O (1-Butyl-1,3-dihydro-3-(3,4-methylenedioxyphenyl)imidazo[4,5-b]pyridin-2-one). Reaction SMILES: [CH2:1]1[O:9][C:8]2[CH:7]=[CH:6][C:5]([N:10]3[C:14]4=[N:15][CH:16]=[CH:17][CH:18]=[C:13]4[NH:12][C:11]3=[O:19])=[CH:4][C:3]=2[O:2]1.[OH-].[K+].Br[CH2:23][CH2:24][CH2:25][CH3:26]>CC(C)=O>[CH2:23]([N:12]1[C:13]2[C:14](=[N:15][CH:16]=[CH:17][CH:18]=2)[N:10]([C:5]2[CH:6]=[CH:7][C:8]3[O:9][CH2:1][O:2][C:3]=3[CH:4]=2)[C:11]1=[O:19])[CH2:24][CH2:25][CH3:26] |f:1.2|. Procedure: To a suspension of 2.6 g. (0.01 mole) of 1,3-dihydro-3-(3,4-methylenedioxyphenyl)imidazo[4,5-b]-pyridin-2-one in 150 ml. of acetone, was added 1.12 g. (0.02 mole) of powdered potassium hydroxide. The mixture was stirred at room temperature for 20 minutes and 2.74 g. (0.02 mole) of 1-bromobutane was added. The mixture was stirred at reflux for 16 hours and then evaporated in vacuo. The residue was extracted with a solution of 20 ml. of 2.5 N sodium hydroxide and 50 ml. of water. The product was s... Reactants: C, CC(=O)O, CCO, [H][H], [Pd], CC(=NO)c1c[nH]c2ccccc12. Yields the product CC(N)c1c[nH]c2ccccc12. RXN SMILES: [C:23].[CH3:14][C:15](=[O:16])[OH:17].[CH3:20][CH2:21][OH:22].[H:18][H:19].[Pd:24].[nH:1]1[cH:2][c:3]([C:10]([CH3:11])=[N:12][OH:13])[c:4]2[cH:5][cH:6][cH:7][cH:8][c:9]12>>[nH:1]1[cH:2][c:3]([CH:10]([CH3:11])[NH2:12])[c:4]2[cH:5][cH:6][cH:7][cH:8][c:9]12. Reported procedure: The title compound, white solid (66 mg, 62%), MS (ISP) m/z=427.4 [(M+H)+], mp 197° C., was prepared in accordance with the general method of example 81 from trans-4-{2-[4-(2,3-dihydro-benzofuran-4-yl)-piperidin-1-yl]-ethyl}-cyclohexylamine dihydrochloride (intermediate B) (100 mg, 0.25 mmol) and methyl 2-(oxetan-3-yl)acetate. Yields the product O1CCC2=C1C=CC=C2C2CCN(CC2)CC[C@@H]2CC[C@H](CC2)NC(CC2COC2)=O (trans-N-(4-{2-[4-(2,3-Dihydro-benzofuran-4-yl)-piperidin-1-yl]-ethyl}-cyclohexyl)-2-oxetan-3-yl-acetamide). Reaction SMILES: Cl.Cl.[O:3]1[C:7]2[CH:8]=[CH:9][CH:10]=[C:11]([CH:12]3[CH2:17][CH2:16][N:15]([CH2:18][CH2:19][C@H:20]4[CH2:25][CH2:24][C@H:23]([NH2:26])[CH2:22][CH2:21]4)[CH2:14][CH2:13]3)[C:6]=2[CH2:5][CH2:4]1.[O:27]1[CH2:30][CH:29]([CH2:31][C:32](OC)=[O:33])[CH2:28]1>>[O:3]1[C:7]2[CH:8]=[CH:9][CH:10]=[C:11]([CH:12]3[CH2:17][CH2:16][N:15]([CH2:18][CH2:19][C@H:20]4[CH2:21][CH2:22][C@H:23]([NH:26][C:32](=[O:33])[CH2:31][CH:29]5[CH2:30][O:27][CH2:28]5)[CH2:24][CH2:25]4)[CH2:14][CH2:13]3)[C:6]=2[CH2:5][CH2:4]1 |f:0.1.2|. The reactants are solid, Cl.Cl.O1CCC2=C1C=CC=C2C2CCN(CC2)CC[C@@H]2CC[C@H](CC2)N (trans-4-{2-[4-(2,3-dihydro-benzofuran-4-yl)-piperidin-1-yl]-ethyl}-cyclohexylamine dihydrochloride), Cl.Cl.O1CCC2=C1C=CC=C2C2CCN(CC2)CC[C@@H]2CC[C@H](CC2)N (trans-4-{2-[4-(2,3-dihydro-benzofuran-4-yl)-piperidin-1-yl]-ethyl}-cyclohexylamine dihydrochloride), O1CC(C1)CC(=O)OC (methyl 2-(oxetan-3-yl)acetate). Reactants: CCOC(=O)C(C)(C)Sc1ccnn1-c1cccc2ccccc12, CO, [Na+], [OH-]. The product is CC(C)(Sc1ccnn1-c1cccc2ccccc12)C(=O)O. Reaction SMILES: [CH3:1][C:2]([C:3](=[O:4])[O:5][CH2:6][CH3:7])([CH3:8])[S:9][c:10]1[cH:11][cH:12][n:13][n:14]1-[c:15]1[cH:16][cH:17][cH:18][c:19]2[cH:20][cH:21][cH:22][cH:23][c:24]12.[CH3:27][OH:28].[Na+:26].[OH-:25]>>[CH3:1][C:2]([C:3](=[O:4])[OH:5])([CH3:8])[S:9][c:10]1[cH:11][cH:12][n:13][n:14]1-[c:15]1[cH:16][cH:17][cH:18][c:19]2[cH:20][cH:21][cH:22][cH:23][c:24]12. Reactants: NC1=C(C=NN1C1=CC=C(C=C1)F)C(C1=CC(=CC=C1)Br)=O (5-amino-4-(3-bromobenzoyl)-1-(4-fluorophenyl)pyrazole), C(CCC)[Sn](C(=C)OCC)(CCCC)CCCC (tributyl-(l-ethoxyvinyl)tin), Cl (hydrochloric acid). Reagents/catalysts: C=1C=CC(=CC1)[P](C=2C=CC=CC2)(C=3C=CC=CC3)[Pd]([P](C=4C=CC=CC4)(C=5C=CC=CC5)C=6C=CC=CC6)([P](C=7C=CC=CC7)(C=8C=CC=CC8)C=9C=CC=CC9)[P](C=1C=CC=CC1)(C=1C=CC=CC1)C=1C=CC=CC1 (tetrakis(triphenylphosphine)palladium). Run in C(C)(=O)OCC (ethyl acetate), CN(C=O)C (dimethylformamide). Reaction conditions: temperature 95 celsius, time 16 hour. Yields the product NC1=C(C=NN1C1=CC=C(C=C1)F)C(C1=CC(=CC=C1)C(=C)OCC)=O (5-amino-4-[3-(1-ethoxyvinyl)benzoyl]-1-(4-fluorophenyl)pyrazole). As a reaction SMILES: [NH2:1][C:2]1[N:6]([C:7]2[CH:12]=[CH:11][C:10]([F:13])=[CH:9][CH:8]=2)[N:5]=[CH:4][C:3]=1[C:14](=[O:22])[C:15]1[CH:20]=[CH:19][CH:18]=[C:17](Br)[CH:16]=1.C([Sn](CCCC)(CCCC)[C:28]([O:30][CH2:31][CH3:32])=[CH2:29])CCC.Cl>CN(C)C=O.C(OCC)(=O)C.C1C=CC([P]([Pd]([P](C2C=CC=CC=2)(C2C=CC=CC=2)C2C=CC=CC=2)([P](C2C=CC=CC=2)(C2C=CC=CC=2)C2C=CC=CC=2)[P](C2C=CC=CC=2)(C2C=CC=CC=2)C2C=CC=CC=2)(C2C=CC=CC=2)C2C=CC=CC=2)=CC=1>[NH2:1][C:2]1[N:6]([C:7]2[CH:12]=[CH:11][C:10]([F:13])=[CH:9][CH:8]=2)[N:5]=[CH:4][C:3]=1[C:14](=[O:22])[C:15]1[CH:20]=[CH:19][CH:18]=[C:17]([C:28]([O:30][CH2:31][CH3:32])=[CH2:29])[CH:16]=1 |^1:56,58,77,96|. Procedure details: A mixture of 5-amino-4-(3-bromobenzoyl)-1-(4-fluorophenyl)pyrazole (3.5 g, 9.7 mmol) [prepared as described in Example 1 above], tributyl-(l-ethoxyvinyl)tin (4.3 ml, 12.36 mmol) and tetrakis(triphenylphosphine)palladium (1.0 g, 0.87 mmol) in dimethylformamide (25 ml) was heated at 95° C. under argon. After 16 h, the reaction mixture was cooled to room temperature and 10% aqueous hydrochloric acid (25 ml) was slowly added. After 30 min., the reaction mixture was diluted with ethyl acetate and fil...